describe an organic reaction: reactants, conditions, products, and yield From a dataset of the Open Reaction Database (ORD), a public repository of structured organic reaction records. Starting materials: NC(C)C1=CC(=C(C=C1)OC)OC (1-amino-1-(3,4-dimethoxyphenyl)-ethane), C(C1=CC=CC=C1)=O (benzaldehyde), [BH4-].[Na+] (sodium borohydride). The reagents and catalysts are N1=CC=CC=C1 (pyridine). The solvent is CO (methanol). Conditions: time 2 day. Yields the product COC=1C=C(C=CC1OC)C(NCC1=CC=CC=C1)C (3-(3,4-Dimethoxyphenyl)-1-phenyl-2-azabutane). Isolated yield 100.0%. RXN SMILES: [NH2:1][CH:2]([C:4]1[CH:9]=[CH:8][C:7]([O:10][CH3:11])=[C:6]([O:12][CH3:13])[CH:5]=1)[CH3:3].[CH:14](=O)[C:15]1[CH:20]=[CH:19][CH:18]=[CH:17][CH:16]=1.[BH4-].[Na+]>N1C=CC=CC=1.CO>[CH3:13][O:12][C:6]1[CH:5]=[C:4]([CH:2]([CH3:3])[NH:1][CH2:14][C:15]2[CH:20]=[CH:19][CH:18]=[CH:17][CH:16]=2)[CH:9]=[CH:8][C:7]=1[O:10][CH3:11] |f:2.3|. Procedure details: A mixture containing 18.1 g of 1-amino-1-(3,4-dimethoxyphenyl)-ethane (J. Chem. Soc. 1963, 4289), 10,6 g of benzaldehyde and 1 drop of pyridine in 100 ml of methanol is let stand at 20° C. for 2 days, then 3.8 g of sodium borohydride are added during 30 minutes and stirred for additional 3 hours. After evaporation of the solvent, the residue is diluted with water, extracted with chloroform, the organic phase is dried and evaporated to give 27.1 g of the crude title compound, which can directly b... Reactants: C(C1=CC=CC=C1)OP(=O)(OCC1=CC=CC=C1)OC[C@H](CC(C)C)N1C=C(C(C2=CC(=CN=C12)Br)=O)C(=O)OCC (ethyl 1-[(2S)-1-{[bis(benzyloxy)phosphoryl]oxy}-4-methylpentan-2-yl]-6-bromo-4-oxo-1,4-dihydro-1,8-naphthyridine-3-carboxylate), C(C1=CC=CC=C1)OP(=O)(OCC1=CC=CC=C1)OC[C@H](CC(C)C)N1C=C(C(C2=CC(=CN=C12)Br)=O)C(=O)OCC (ethyl 1-[(2S)-1-{[bis(benzyloxy)phosphoryl]oxy}-4-methylpentan-2-yl]-6-bromo-4-oxo-1,4-dihydro-1,8-naphthyridine-3-carboxylate), C(C)NC(NC1=CC(=C(C=N1)B(O)O)C=1SC=C(N1)C(F)(F)F)=O (6-(3-ethylureido)-4-(4-(trifluoromethyl)thiazol-2-yl)pyridin-3-ylboronic acid), C(C)NC(NC1=CC(=C(C=N1)B(O)O)C=1SC=C(N1)C(F)(F)F)=O (6-(3-ethylureido)-4-(4-(trifluoromethyl)thiazol-2-yl)pyridin-3-ylboronic acid), C([O-])([O-])=O.[Na+].[Na+] (sodium carbonate). Reagents/catalysts: [Pd].C1(=CC=CC=C1)P(C1=CC=CC=C1)C1=CC=CC=C1.C1(=CC=CC=C1)P(C1=CC=CC=C1)C1=CC=CC=C1.C1(=CC=CC=C1)P(C1=CC=CC=C1)C1=CC=CC=C1.C1(=CC=CC=C1)P(C1=CC=CC=C1)C1=CC=CC=C1 (Tetrakis (triphenylphosphine) palladium). The solvent is CN(C=O)C (dimethylformamide). Reaction conditions: temperature 80 celsius. Yields the product C(C1=CC=CC=C1)OP(=O)(O)OC[C@H](CC(C)C)N1C=C(C(C2=CC(=CN=C12)C=1C=NC(=CC1C=1SC=C(N1)C(F)(F)F)NC(NCC)=O)=O)C(=O)OCC (ethyl 1-[(2S)-1-{[(benzyloxy)(hydroxy)phosphoryl]oxy}-4-methylpentan-2-yl]-6-{6-[(ethylcarbamoyl)amino]-4-[4-(trifluoromethyl)-1,3-thiazol-2-yl]pyridin-3-yl}-4-oxo-1,4-dihydro-1,8-naphthyridine-3-carboxylate). Isolated yield 39.2%. As a reaction SMILES: C([O:8][P:9]([O:19][CH2:20][C@@H:21]([N:26]1[C:35]2[C:30](=[CH:31][C:32](Br)=[CH:33][N:34]=2)[C:29](=[O:37])[C:28]([C:38]([O:40][CH2:41][CH3:42])=[O:39])=[CH:27]1)[CH2:22][CH:23]([CH3:25])[CH3:24])([O:11][CH2:12][C:13]1[CH:18]=[CH:17][CH:16]=[CH:15][CH:14]=1)=[O:10])C1C=CC=CC=1.[CH2:43]([NH:45][C:46](=[O:66])[NH:47][C:48]1[N:53]=[CH:52][C:51](B(O)O)=[C:50]([C:57]2[S:58][CH:59]=[C:60]([C:62]([F:65])([F:64])[F:63])[N:61]=2)[CH:49]=1)[CH3:44].C(=O)([O-])[O-].[Na+].[Na+]>CN(C)C=O.[Pd].C1(P(C2C=CC=CC=2)C2C=CC=CC=2)C=CC=CC=1.C1(P(C2C=CC=CC=2)C2C=CC=CC=2)C=CC=CC=1.C1(P(C2C=CC=CC=2)C2C=CC=CC=2)C=CC=CC=1.C1(P(C2C=CC=CC=2)C2C=CC=CC=2)C=CC=CC=1>[CH2:12]([O:11][P:9]([O:19][CH2:20][C@@H:21]([N:26]1[C:35]2[C:30](=[CH:31][C:32]([C:51]3[CH:52]=[N:53][C:48]([NH:47][C:46](=[O:66])[NH:45][CH2:43][CH3:44])=[CH:49][C:50]=3[C:57]3[S:58][CH:59]=[C:60]([C:62]([F:65])([F:63])[F:64])[N:61]=3)=[CH:33][N:34]=2)[C:29](=[O:37])[C:28]([C:38]([O:40][CH2:41][CH3:42])=[O:39])=[CH:27]1)[CH2:22][CH:23]([CH3:25])[CH3:24])([OH:8])=[O:10])[C:13]1[CH:14]=[CH:15][CH:16]=[CH:17][CH:18]=1 |f:2.3.4,6.7.8.9.10|. Reported procedure: In a round bottomed flask ethyl 1-[(2S)-1-{[bis(benzyloxy)phosphoryl]oxy}-4-methylpentan-2-yl]-6-bromo-4-oxo-1,4-dihydro-1,8-naphthyridine-3-carboxylate (Intermediate 28, 700 mg, 1.05 mmol), 6-(3-ethylureido)-4-(4-(trifluoromethyl)thiazol-2-yl)pyridin-3-ylboronic acid (Intermediate 9, 565 mg, 1.28 mmol) and aqueous sodium carbonate (125 mg, 1.18 mmol) were combined and suspended in dimethylformamide (10 mL). Argon gas was purged through the above suspension for 15 min. Tetrakis (triphenylphosphi... Starting materials: ClC=1C=C(C=C2CN(C(C12)=O)CC1=CC=C(C=C1)OC(F)(F)F)C#N (7-chloro-1-oxo-2-[4-(trifluoromethoxy)benzyl]isoindoline-5-carbonitrile), OC=1C=CC=C2C=CC=NC12 (8-hydroxyquinoline), C([O-])([O-])=O.[Na+].[Na+] (sodium carbonate), Cl.NO (hydroxylamine hydrochloride). The solvent is C(C)O (ethanol), O (water), O (water). Product: ClC=1C=C(C=C2CN(C(C12)=O)CC1=CC=C(C=C1)OC(F)(F)F)C(=N)NO (7-Chloro-N-hydroxy-1-oxo-2-(4-trifluoromethoxy-benzyl)-2,3-dihydro-1H-isoindole-5-carboxamidine). The yield is 92.0%. RXN SMILES: [Cl:1][C:2]1[CH:3]=[C:4]([C:24]#[N:25])[CH:5]=[C:6]2[C:10]=1[C:9](=[O:11])[N:8]([CH2:12][C:13]1[CH:18]=[CH:17][C:16]([O:19][C:20]([F:23])([F:22])[F:21])=[CH:15][CH:14]=1)[CH2:7]2.OC1C=CC=C2C=1N=CC=C2.Cl.[NH2:38][OH:39].C(=O)([O-])[O-].[Na+].[Na+]>C(O)C.O>[Cl:1][C:2]1[CH:3]=[C:4]([C:24]([NH:38][OH:39])=[NH:25])[CH:5]=[C:6]2[C:10]=1[C:9](=[O:11])[N:8]([CH2:12][C:13]1[CH:18]=[CH:17][C:16]([O:19][C:20]([F:21])([F:22])[F:23])=[CH:15][CH:14]=1)[CH2:7]2 |f:2.3,4.5.6|. Reported procedure: To a suspension of 7-chloro-1-oxo-2-[4-(trifluoromethoxy)benzyl]isoindoline-5-carbonitrile (500 mg, 1.36 mmol) in ethanol (2 ml), 8-hydroxyquinoline (495 mg, 3.41 mmol) was added, followed by a solution of hydroxylamine hydrochloride (199 mg, 2.86 mmol) in water (1 ml) and a solution of sodium carbonate (230 mg, 2.2 mmol) in water (1 ml). The resulting mixture was refluxed for 4 hours. After removal of solvents, the residue was loaded to a flash chromatography. The product was purified (20% EtOA... RXN SMILES: Cl[C:2]1C=CC=C(C(OO)=O)C=1.[S:12]([O-:16])([O-])(=O)=[O:13].[Mg+2].[CH3:18][O:19][C:20]1[CH:21]=[C:22]([C:27]2[C:31]([C:32]3[CH:37]=[CH:36][N:35]=[C:34](SC)[N:33]=3)=[CH:30][N:29]([CH2:40][C:41]#[N:42])[N:28]=2)[CH:23]=[C:24]([CH3:26])[CH:25]=1>ClCCl>[CH3:2][S:12]([C:34]1[N:33]=[C:32]([C:31]2[C:27]([C:22]3[CH:23]=[C:24]([CH3:26])[CH:25]=[C:20]([O:19][CH3:18])[CH:21]=3)=[N:28][N:29]([CH2:40][C:41]#[N:42])[CH:30]=2)[CH:37]=[CH:36][N:35]=1)(=[O:16])=[O:13] |f:1.2|. Reported procedure: m-Chloroperbenzoic acid (4.71 g, 27.3 mmol) and anhydrous magnesium sulfate (6.57 g, 54.6 mmol) in dichloromethane (100 mL) were dissolved at room temperature for 1 hour with stirring. To this solution was added [3-(3-methoxy-5-methylphenyl)-4-(2-methylthio-pyrimidin-4-yl)pyrazol-1-yl]acetonitrile (1.6 g, 4.55 mmol) which was subjected to oxidation to sulfone by stirring for an additional two hours. After completion of the reaction, the precipitate was filtered off and washed with dichloromethan... The yield is 70.5%. The product is CS(=O)(=O)C1=NC=CC(=N1)C=1C(=NN(C1)CC#N)C1=CC(=CC(=C1)C)OC ([4-(2-methanesulfonylpyrimidin-4-yl)-3-(3-methoxy-5-methylphenyl)-pyrazol-1-yl]acetonitrile). Run in ClCCl (dichloromethane). The reactants are sulfone, ClC1=CC(=CC=C1)C(=O)OO (m-Chloroperbenzoic acid), S(=O)(=O)([O-])[O-].[Mg+2] (magnesium sulfate), COC=1C=C(C=C(C1)C)C1=NN(C=C1C1=NC(=NC=C1)SC)CC#N ([3-(3-methoxy-5-methylphenyl)-4-(2-methylthio-pyrimidin-4-yl)pyrazol-1-yl]acetonitrile). The reactants are [BH4-].[Na+] (sodium borohydride), O(C1=CC=CC=C1)C=1C=C(C=CC1)C(C(F)(F)F)=O (1-(m-phenoxy-phenyl)-2,2,2-trifluoro-ethanone), Cl (hydrochloric acid), O (water). Solvent: CO (methanol). Run at time 25 minute. Product: FC(C(O)C1=CC(=CC=C1)OC1=CC=CC=C1)(F)F (2,2,2-trifluoro-1-(m-phenoxy-phenyl)-ethanol). Reaction SMILES: [BH4-].[Na+].[O:3]([C:10]1[CH:11]=[C:12]([C:16](=[O:21])[C:17]([F:20])([F:19])[F:18])[CH:13]=[CH:14][CH:15]=1)[C:4]1[CH:9]=[CH:8][CH:7]=[CH:6][CH:5]=1.Cl.O>CO>[F:18][C:17]([F:19])([F:20])[CH:16]([C:12]1[CH:13]=[CH:14][CH:15]=[C:10]([O:3][C:4]2[CH:5]=[CH:6][CH:7]=[CH:8][CH:9]=2)[CH:11]=1)[OH:21] |f:0.1|. Reported procedure: 2.71 g of sodium borohydride were added in small fractions over 35 minutes at 0° C. to a solution of 56.1 g of the raw product of Step A in 235 ml of methanol and the mixture was stirred for 25 minutes while allowing the temperature to rise to room temperature. The mixture was added to aqueous 1N hydrochloric acid solution and water was added with stirring. The decanted aqueous phase was extracted with methylene chloride and the organic phase was washed with water and evaporated to dryness under...